Dataset: the Open Reaction Database (ORD), a public repository of structured organic reaction records. Task: describe an organic reaction: reactants, conditions, products, and yield Starting materials: ClC1=NC=NC2=CC=C(C=C12)[N+](=O)[O-] (4-chloro-6-nitroquinazoline), NC=1C=C2C=CNC2=CC1 (5-aminoindole). Product: Cl.N1C=CC2=CC(=CC=C12)NC1=NC=NC2=CC=C(C=C12)[N+](=O)[O-] (4-(5-indolylamino)-6-nitroquinazoline hydrochloride). Yield: 53.0%. RXN SMILES: [Cl:1][C:2]1[C:11]2[C:6](=[CH:7][CH:8]=[C:9]([N+:12]([O-:14])=[O:13])[CH:10]=2)[N:5]=[CH:4][N:3]=1.[NH2:15][C:16]1[CH:17]=[C:18]2[C:22](=[CH:23][CH:24]=1)[NH:21][CH:20]=[CH:19]2>>[ClH:1].[NH:21]1[C:22]2[C:18](=[CH:17][C:16]([NH:15][C:2]3[C:11]4[C:6](=[CH:7][CH:8]=[C:9]([N+:12]([O-:14])=[O:13])[CH:10]=4)[N:5]=[CH:4][N:3]=3)=[CH:24][CH:23]=2)[CH:19]=[CH:20]1 |f:2.3|. Procedure details: Using an analogous procedure to that described in Example 5, 4-chloro-6-nitroquinazoline was reacted with 5-aminoindole to give 4-(5-indolylamino)-6-nitroquinazoline hydrochloride in 53% yield, m.p. 300° C.; The reactants are Cl (hydrochloric acid), resultant mixture, CC(C)(C#N)N=NC(C)(C)C#N (AIBN), CC(C)(C)C=1C=C(C=C(C1O)C(C)(C)C)C=C1C(N(C(S1)=S)N(C)CC)=O (5-[[3,5-bis(1,1-dimethylethyl)-4-hydroxyphenyl]methylene]-3-(ethylmethylamino)-2-thioxo-4-thiazolidinone), resultant mixture, C(CCC)[SnH](CCCC)CCCC (tri-n-butyl tin hydride), CC(C)(C#N)N=NC(C)(C)C#N (AIBN), resultant mixture. Solvent: C(C)(=O)OCC (ethyl acetate), CCCCCC (hexane), C1(=CC=CC=C1)C (toluene), C(Cl)(Cl)Cl (chloroform). Run at temperature 60 celsius. Yields the product CC(C)(C)C=1C=C(C=C(C1O)C(C)(C)C)C=C1C(N(CS1)N(C)CC)=O (5-[[3,5-bis(1,1-dimethylethyl)-4-hydroxyphenyl]methylene]-3-(ethylmethylamino)-4-thiazolidinone). The yield is 29.8%. As a reaction SMILES: [CH3:1][C:2]([C:5]1[CH:6]=[C:7]([CH:16]=[C:17]2[S:21][C:20](=S)[N:19]([N:23]([CH2:25][CH3:26])[CH3:24])[C:18]2=[O:27])[CH:8]=[C:9]([C:12]([CH3:15])([CH3:14])[CH3:13])[C:10]=1[OH:11])([CH3:4])[CH3:3].C([SnH](CCCC)CCCC)CCC.CC(N=NC(C#N)(C)C)(C#N)C.Cl>C(Cl)(Cl)Cl.CCCCCC.C(OCC)(=O)C.C1(C)C=CC=CC=1>[CH3:15][C:12]([C:9]1[CH:8]=[C:7]([CH:16]=[C:17]2[S:21][CH2:20][N:19]([N:23]([CH2:25][CH3:26])[CH3:24])[C:18]2=[O:27])[CH:6]=[C:5]([C:2]([CH3:1])([CH3:3])[CH3:4])[C:10]=1[OH:11])([CH3:13])[CH3:14]. Procedure details: 7.02 g of 5-[[3,5-bis(1,1-dimethylethyl)-4-hydroxyphenyl]methylene]-3-(ethylmethylamino)-2-thioxo-4-thiazolidinone (from Example 40D) and 86.3 ml of toluene were stirred and heated to 60° C. under a nitrogen atmosphere. To this was added 18.6 ml of tri-n-butyl tin hydride and 0.43 g of AIBN. The resultant mixture was heated to reflux temperature for 30 minutes. At that time an additional 0.43 g of AIBN was added. The resultant mixture was heated at reflux temperature for an additional 30 minutes... Starting materials: crude product, OC=1C=C(C=CC1)C1=CC=CC=C1 (3-hydroxybiphenyl), ClCCCCCCO (6-chlorohexan-1-ol), C([O-])([O-])=O.[K+].[K+] (potassium carbonate). Run in CN(C=O)C (dimethylformamide), O (water). Product: C1(=CC=CC=C1)C=1C=C(OCCCCCCO)C=CC1 (6-(3-Phenylphenoxy)hexan-1-ol). Reaction SMILES: [OH:1][C:2]1[CH:3]=[C:4]([C:8]2[CH:13]=[CH:12][CH:11]=[CH:10][CH:9]=2)[CH:5]=[CH:6][CH:7]=1.Cl[CH2:15][CH2:16][CH2:17][CH2:18][CH2:19][CH2:20][OH:21].C(=O)([O-])[O-].[K+].[K+]>CN(C)C=O.O>[C:8]1([C:4]2[CH:3]=[C:2]([CH:7]=[CH:6][CH:5]=2)[O:1][CH2:15][CH2:16][CH2:17][CH2:18][CH2:19][CH2:20][OH:21])[CH:9]=[CH:10][CH:11]=[CH:12][CH:13]=1 |f:2.3.4|. Procedure details: A mixture of 15.0 g (0.088 mole) of 3-hydroxybiphenyl, 13.3 g (0.097 mole) of 6-chlorohexan-1-ol, and 13.8 g (0.01 mole) of potassium carbonate in 250 ml of dry dimethylformamide is stirred and heated to reflux for 3 hours. The mixture is cooled to room temperature, diluted with water, and extracted with ether, the ether extracts dried and evaported under reduced pressure to give a light yellow oil. The crude product is vacuum distilled to give a fraction boiling between 150° and 190° C. (0.05 m... The reactants are CC(C)N, CCNC(=NC(=N)N)SC, I, O. Product: CCNC(=NC(C)C)NC(=N)N, I. Reaction SMILES: [CH3:12][CH:13]([CH3:14])[NH2:15].[CH3:2][S:3][C:4]([NH:5][CH2:6][CH3:7])=[N:8][C:9]([NH2:10])=[NH:11].[IH:1].[OH2:16]>>[C:4]([NH:5][CH2:6][CH3:7])([NH:8][C:9]([NH2:10])=[NH:11])=[N:15][CH:13]([CH3:12])[CH3:14].[IH:1]. Starting materials: CC#N, C=CS(=O)(=O)c1cc(C2CCC(c3cc(OC)c(OC)c(OC)c3)O2)cc(OCCC)c1OCCC, N. Product: CCCOc1cc(C2CCC(c3cc(OC)c(OC)c(OC)c3)O2)cc(S(=O)(=O)CCN)c1OCCC. RXN SMILES: [CH3:38][C:39]#[N:40].[CH:2](=[CH2:3])[S:4](=[O:5])(=[O:6])[c:7]1[cH:8][c:9]([CH:21]2[O:22][CH:23]([c:26]3[cH:27][c:28]([O:36][CH3:37])[c:29]([O:34][CH3:35])[c:30]([O:32][CH3:33])[cH:31]3)[CH2:24][CH2:25]2)[cH:10][c:11]([O:17][CH2:18][CH2:19][CH3:20])[c:12]1[O:13][CH2:14][CH2:15][CH3:16].[NH3:1]>>[NH2:1][CH2:3][CH2:2][S:4](=[O:5])(=[O:6])[c:7]1[cH:8][c:9]([CH:21]2[O:22][CH:23]([c:26]3[cH:27][c:28]([O:36][CH3:37])[c:29]([O:34][CH3:35])[c:30]([O:32][CH3:33])[cH:31]3)[CH2:24][CH2:25]2)[cH:10][c:11]([O:17][CH2:18][CH2:19][CH3:20])[c:12]1[O:13][CH2:14][CH2:15][CH3:16]. Starting materials: C1COCCO1, CCO, Cc1ccc([N+](=O)[O-])cc1-c1cccnc1, Cl[Sn]Cl. The product is Cc1ccc(N)cc1-c1cccnc1. As a reaction SMILES: [CH2:23]1[O:24][CH2:25][CH2:26][O:27][CH2:28]1.[CH3:20][CH2:21][OH:22].[CH3:4][c:5]1[c:6](-[c:14]2[cH:15][n:16][cH:17][cH:18][cH:19]2)[cH:7][c:8]([N+:11]([O-:12])=[O:13])[cH:9][cH:10]1.[Sn:1]([Cl:2])[Cl:3]>>[CH3:4][c:5]1[c:6](-[c:14]2[cH:15][n:16][cH:17][cH:18][cH:19]2)[cH:7][c:8]([NH2:11])[cH:9][cH:10]1.